Dataset: the Open Reaction Database (ORD), a public repository of structured organic reaction records. Task: describe an organic reaction: reactants, conditions, products, and yield Reactants: COCC=1OC=NN1 (2-methoxymethyl-1,3,4-oxadiazole), [Li]CCCC (n-BuLi), N#N (N2), CCOCC (Et2O), C(=O)(OC(C)(C)C)[C@@](C=O)(CC)N (2(S)-Boc-aminobutyraldehyde). Solvent: C1CCOC1 (THF), C1CCOC1 (THF). Run at temperature -45 celsius, time 1 hour. The product is C(=O)(OC(C)(C)C)[C@H](C(O)(C=1OC(=NN1)COC)N)CC (2(S)-Boc-amino-1-(5-methoxymethyl-[1.3.4]-oxadiazol-2-yl)-1-butanol). As a reaction SMILES: [CH3:1][O:2][CH2:3][C:4]1[O:5][CH:6]=[N:7][N:8]=1.[Li]CCCC.[N:14]#N.CCOCC.[C:21]([C@:28](N)([CH2:31][CH3:32])[CH:29]=[O:30])([O:23][C:24]([CH3:27])([CH3:26])[CH3:25])=[O:22]>C1COCC1>[C:21]([C@@H:28]([CH2:31][CH3:32])[C:29]([NH2:14])([C:6]1[O:5][C:4]([CH2:3][O:2][CH3:1])=[N:8][N:7]=1)[OH:30])([O:23][C:24]([CH3:27])([CH3:26])[CH3:25])=[O:22]. Procedure details: To a stirred solution of 2-methoxymethyl-1,3,4-oxadiazole (4.6 g, 40 mmol) in THF (100 mL) was added n-BuLi (1.6 M solution in 25.2 mL of hexane) dropwise under N2 at −78° C. After 1 h, MgBr.Et2O (10.4 g, 40.3 mmol) was added and the reaction mixture was allowed to warm to −45° C. for 1 h before being treated with 2(S)-Boc-aminobutyraldehyde (5.28 g, 28.25 mmol) in THF (20 mL). The reaction mixture was stirred for 1 h, quenched with saturated NH4Cl, and extracted with ethyl acetate. The organic ... Reactants: Cc1ncc(C(=O)O)c(O)c1Br, CCN=C=NCCCN(C)C, CN(C)C=O, Cl, NCc1ccc(F)cc1, O, On1nnc2ccccc21. Product: Cc1ncc(C(=O)NCc2ccc(F)cc2)c(O)c1Br. As a reaction SMILES: [Br:1][c:2]1[c:3]([CH3:12])[n:4][cH:5][c:6]([C:7](=[O:8])[OH:9])[c:10]1[OH:11].[CH2:14]([N:15]=[C:16]=[N:17][CH2:18][CH2:19][CH2:20][N:21]([CH3:22])[CH3:23])[CH3:24].[CH3:44][N:45]([CH3:46])[CH:47]=[O:48].[ClH:13].[F:35][c:36]1[cH:37][cH:38][c:39]([CH2:40][NH2:41])[cH:42][cH:43]1.[OH2:49].[OH:25][n:26]1[c:27]2[cH:28][cH:29][cH:30][cH:31][c:32]2[n:33][n:34]1>>[Br:1][c:2]1[c:3]([CH3:12])[n:4][cH:5][c:6]([C:7](=[O:9])[NH:41][CH2:40][c:39]2[cH:38][cH:37][c:36]([F:35])[cH:43][cH:42]2)[c:10]1[OH:11]. The reactants are ClC1=C(C=CC(=C1)OC(F)(F)F)N1N=CC(=C1N(CCC)C(CC)=O)C#N (1-(2-chloro-4-trifluoromethoxyphenyl)-4-cyano-5-(N-propionyl-N-n-propylamino)pyrazole), 1, [OH-].[Na+] (sodium hydroxide). Run in CO (methanol). Yields the product ClC1=C(C=CC(=C1)OC(F)(F)F)N1N=CC(=C1NCCC)C#N (1-(2-chloro-4-trifluoromethoxyphenyl)-4-cyano-5-n-propylamino-pyrazole). Yield: 91.9%. As a reaction SMILES: [Cl:1][C:2]1[CH:7]=[C:6]([O:8][C:9]([F:12])([F:11])[F:10])[CH:5]=[CH:4][C:3]=1[N:13]1[C:17]([N:18](C(=O)CC)[CH2:19][CH2:20][CH3:21])=[C:16]([C:26]#[N:27])[CH:15]=[N:14]1.[OH-].[Na+]>CO>[Cl:1][C:2]1[CH:7]=[C:6]([O:8][C:9]([F:10])([F:11])[F:12])[CH:5]=[CH:4][C:3]=1[N:13]1[C:17]([NH:18][CH2:19][CH2:20][CH3:21])=[C:16]([C:26]#[N:27])[CH:15]=[N:14]1 |f:1.2|. Procedure details: 5.0 g (0.012 mole) of 1-(2-chloro-4-trifluoromethoxyphenyl)-4-cyano-5-(N-propionyl-N-n-propylamino)pyrazole in 200 ml of methanol are stirred with 11.6 ml (0.012 mole) of 1 normal sodium hydroxide solution at room temperature for 48 hours. For working up, the mixture is concentrated in vacuo, the residue is taken up in methylene chloride, the mixture is washed twice with 100 ml of water each time, dried iover sodium sulphate and concentrated and the residue is crystallized from petroleum ether. ... Starting materials: [H-].[Al+3].[Li+].[H-].[H-].[H-] (lithium aluminum hydride), ClC=1C=C(C(=O)OC)C=CC1OC (methyl 3-chloro-4-methoxybenzoate), Cl (hydrochloric acid). The solvent is O1CCCC1 (tetrahydrofuran). Conditions: time 1 hour. Product: ClC=1C=C(CO)C=CC1OC (3-chloro-4-methoxybenzyl alcohol). The yield is 106.2%. RXN SMILES: [Cl:1][C:2]1[CH:3]=[C:4]([CH:9]=[CH:10][C:11]=1[O:12][CH3:13])[C:5](OC)=[O:6].[H-].[Al+3].[Li+].[H-].[H-].[H-].Cl>O1CCCC1>[Cl:1][C:2]1[CH:3]=[C:4]([CH:9]=[CH:10][C:11]=1[O:12][CH3:13])[CH2:5][OH:6] |f:1.2.3.4.5.6|. Procedure details: To a solution of methyl 3-chloro-4-methoxybenzoate (1.2 g, 6 mmol) in tetrahydrofuran (10 ml) was added under ice-cooling lithium aluminum hydride (455 mg, 12 mmol) and the mixture was stirred at room temperature for 1 h. The reaction mixture was stirred under ice-cooling and 0.1N hydrochloric acid was added. The mixture was extracted with ethyl acetate. The organic layer was washed with saturated brine and dried over anhydrous sodium sulfate. The solvent was evaporated under reduced pressure to... Reactants: Cc1c[nH]c2ncnc(N3CCC(OCc4ccccc4)(C(=O)Nc4cccc(OC(=O)N(C)C)c4)CC3)c12, CO, O=C(O)C(F)(F)F. Product: Cc1c[nH]c2ncnc(N3CCC(O)(C(=O)Nc4cccc(OC(=O)N(C)C)c4)CC3)c12. As a reaction SMILES: [CH3:1][N:2]([C:3]([O:4][c:5]1[cH:6][c:7]([NH:11][C:12](=[O:13])[C:14]2([O:30][CH2:31][c:32]3[cH:33][cH:34][cH:35][cH:36][cH:37]3)[CH2:15][CH2:16][N:17]([c:20]3[c:21]4[c:22]([n:23][cH:24][n:25]3)[nH:26][cH:27][c:28]4[CH3:29])[CH2:18][CH2:19]2)[cH:8][cH:9][cH:10]1)=[O:38])[CH3:39].[CH3:47][OH:48].[OH:40][C:41]([C:42]([F:43])([F:44])[F:45])=[O:46]>>[CH3:1][N:2]([C:3]([O:4][c:5]1[cH:6][c:7]([NH:11][C:12](=[O:13])[C:14]2([OH:30])[CH2:15][CH2:16][N:17]([c:20]3[c:21]4[c:22]([n:23][cH:24][n:25]3)[nH:26][cH:27][c:28]4[CH3:29])[CH2:18][CH2:19]2)[cH:8][cH:9][cH:10]1)=[O:38])[CH3:39]. Reactants: BrC=1C=C(OC2=C(C(=CC=C2Cl)N)N)C=C(C1)Cl (3-(3-bromo-5-chlorophenoxy)-4-chlorobenzene-1,2-diamine), N(=O)[O-].[Na+] (sodium nitrite). Run in C(C)(=O)O (acetic acid), CCOC(=O)C (EtOAc), O (water). Run at time 1.5 hour. Product: BrC=1C=C(OC2=C(C=CC=3NN=NC32)Cl)C=C(C1)Cl (4-(3-bromo-5-chlorophenoxy)-5-chloro-1H-1,2,3-benzotriazole). RXN SMILES: [Br:1][C:2]1[CH:3]=[C:4]([CH:15]=[C:16]([Cl:18])[CH:17]=1)[O:5][C:6]1[C:11]([Cl:12])=[CH:10][CH:9]=[C:8]([NH2:13])[C:7]=1[NH2:14].[N:19]([O-])=O.[Na+]>C(O)(=O)C.O.CCOC(C)=O>[Br:1][C:2]1[CH:3]=[C:4]([CH:15]=[C:16]([Cl:18])[CH:17]=1)[O:5][C:6]1[C:7]2[N:14]=[N:19][NH:13][C:8]=2[CH:9]=[CH:10][C:11]=1[Cl:12] |f:1.2|. Reported procedure: 3-(3-bromo-5-chlorophenoxy)-4-chlorobenzene-1,2-diamine (4.97 g, 14.3 mmol) in acetic acid (25 mL) was cooled to 15° C. under N2 and sodium nitrite (1.08 g, 15.7 mmol) in water (39.3 mL) was added dropwise. After 1.5 hours, the reaction was diluted with EtOAc (300 mL), and the organic phase was separated and washed with water (3×100 mL). The organic phase was then dried (MgSO4), filtered, concentrated to afford the title product. LRMS (M+1) 359.7.